From a dataset of the Open Reaction Database (ORD), a public repository of structured organic reaction records. describe an organic reaction: reactants, conditions, products, and yield Starting materials: COC(=O)C(C)Cc1ccccc1, C1CCOC1, [Ru]. Product: CC(CO)Cc1ccccc1. As a reaction SMILES: [CH3:1][CH:2]([C:3](=[O:4])[O:5][CH3:6])[CH2:7][c:8]1[cH:9][cH:10][cH:11][cH:12][cH:13]1.[O:15]1[CH2:16][CH2:17][CH2:18][CH2:19]1.[Ru:14]>>[CH3:1][CH:2]([CH2:3][OH:4])[CH2:7][c:8]1[cH:9][cH:10][cH:11][cH:12][cH:13]1.